Task: describe an organic reaction: reactants, conditions, products, and yield. Dataset: the Open Reaction Database (ORD), a public repository of structured organic reaction records Reactants: COC(=O)C(=CN(C)C)NC(=O)OCc1ccccc1, CC(C)O, Cl, c1ccc(Nc2ccccc2)cc1. The product is COC(=O)C(=CN(c1ccccc1)c1ccccc1)NC(=O)OCc1ccccc1. As a reaction SMILES: [CH2:1]([c:2]1[cH:3][cH:4][cH:5][cH:6][cH:7]1)[O:8][C:9](=[O:10])[NH:11][C:12]([C:13](=[O:14])[O:15][CH3:16])=[CH:17][N:18]([CH3:19])[CH3:20].[CH:35]([OH:36])([CH3:37])[CH3:38].[ClH:34].[NH:21]([c:22]1[cH:23][cH:24][cH:25][cH:26][cH:27]1)[c:28]1[cH:29][cH:30][cH:31][cH:32][cH:33]1>>[CH2:1]([c:2]1[cH:3][cH:4][cH:5][cH:6][cH:7]1)[O:8][C:9](=[O:10])[NH:11][C:12]([C:13](=[O:14])[O:15][CH3:16])=[CH:17][N:21]([c:22]1[cH:23][cH:24][cH:25][cH:26][cH:27]1)[c:28]1[cH:29][cH:30][cH:31][cH:32][cH:33]1. The reactants are 25, [N+](=O)([O-])C1=CC2=C(NC=3C(S2)=CNC(C3C#N)=O)C=C1 (2,3-dihydro-8-nitro-3-oxo-5H-pyrido[3,4-b][1,4]benzothiazine-4-carbonitrile), 75, stannous chloride dihydrate, Cl (hydrochloric acid), resultant mixture. Solvent: C(C)(=O)O (acetic acid). Run at time 2 hour. Product: NC1=CC2=C(NC=3C(S2)=CNC(C3C#N)=O)C=C1 (8-amino-2,3-dihydro-3-oxo-5H-pyrido[3,4-b][1,4]benzothiazine-4-carbonitrile). RXN SMILES: [N+:1]([C:4]1[CH:20]=[CH:19][C:7]2[NH:8][C:9]3[C:10](=[CH:12][NH:13][C:14](=[O:18])[C:15]=3[C:16]#[N:17])[S:11][C:6]=2[CH:5]=1)([O-])=O.Cl>C(O)(=O)C>[NH2:1][C:4]1[CH:20]=[CH:19][C:7]2[NH:8][C:9]3[C:10](=[CH:12][NH:13][C:14](=[O:18])[C:15]=3[C:16]#[N:17])[S:11][C:6]=2[CH:5]=1. Reported procedure: To a suspension of 25 parts of a 1:1 solvate of 2,3-dihydro-8-nitro-3-oxo-5H-pyrido[3,4-b][1,4]benzothiazine-4-carbonitrile in 1000 parts of glacial acetic acid is added a solution of 75 parts of stannous chloride dihydrate in 230 parts of 28% hydrochloric acid. The resultant mixture is heated at the boiling point under reflux with stirring for 2 hours, then chilled. Insoluble solids are filtered out and dissolved in a mixture of 1100 parts of sulfinylbis[methane] with 200 parts of water. This s... The reactants are CCO, CCOC(=O)CCCn1ncc2c(-c3noc(-c4ccc(OC(C)C)c(Cl)c4)n3)cccc21, [Na+], [OH-]. Yields the product CC(C)Oc1ccc(-c2nc(-c3cccc4c3cnn4CCCC(=O)O)no2)cc1Cl. RXN SMILES: [CH3:36][CH2:37][OH:38].[Cl:3][c:4]1[cH:5][c:6](-[c:14]2[n:15][c:16](-[c:19]3[c:20]4[cH:21][n:22][n:23]([CH2:28][CH2:29][CH2:30][C:31](=[O:32])[O:33][CH2:34][CH3:35])[c:24]4[cH:25][cH:26][cH:27]3)[n:17][o:18]2)[cH:7][cH:8][c:9]1[O:10][CH:11]([CH3:12])[CH3:13].[Na+:2].[OH-:1]>>[Cl:3][c:4]1[cH:5][c:6](-[c:14]2[n:15][c:16](-[c:19]3[c:20]4[cH:21][n:22][n:23]([CH2:28][CH2:29][CH2:30][C:31](=[O:32])[OH:33])[c:24]4[cH:25][cH:26][cH:27]3)[n:17][o:18]2)[cH:7][cH:8][c:9]1[O:10][CH:11]([CH3:12])[CH3:13].